This data is from the Open Reaction Database (ORD), a public repository of structured organic reaction records. The task is: describe an organic reaction: reactants, conditions, products, and yield Reactants: C(C1=CC=CC=C1)OC=1C(CC(=NC1)CN(C)C)=O (5-Benzyloxy-2-(N,N-dimethylamino)methyl-4-pyridone). Reagents/catalysts: [Pd] (palladium on activated carbon). Run in CO (methanol). Yields the product CN(C)CC1=NC=C(C(C1)=O)O (2-(N,N-dimethylamino)methyl-5-hydroxy-4-pyridone). Isolated yield 147.4%. As a reaction SMILES: C([O:8][C:9]1[C:10](=[O:19])[CH2:11][C:12]([CH2:15][N:16]([CH3:18])[CH3:17])=[N:13][CH:14]=1)C1C=CC=CC=1>CO.[Pd]>[CH3:18][N:16]([CH2:15][C:12]1[CH2:11][C:10](=[O:19])[C:9]([OH:8])=[CH:14][N:13]=1)[CH3:17]. Procedure: 5-Benzyloxy-2-(N,N-dimethylamino)methyl-4-pyridone 1.0 g) in methanol (15 ml) was subjected to catalytic reduction with 10% palladium on activated carbon (200 mg) at atmospheric pressure. After removal of catalyst, the solution was concentrated under reduced pressure to give 2-(N,N-dimethylamino)methyl-5-hydroxy-4-pyridone (0.96 g). Reactants: O (water), ClC1=NC(=CC(=N1)Cl)C (2,4-Dichloro-6-methylpyrimidine), CN1N=C(CC1=O)C(F)(F)F (1-methyl-3-trifluoromethyl-2-pyrazolin-5-one), C([O-])([O-])=O.[K+].[K+] (potassium carbonate). Solvent: C(C)#N (acetonitrile). Product: ClC1=NC(=CC(=N1)OC1=CC(=NN1C)C(F)(F)F)C (2-Chloro-6-methyl-4-(1-methyl-3-trifluoromethyl-5-pyrazolyloxy)pyrimidine). Yield: 68.0%. RXN SMILES: [Cl:1][C:2]1[N:7]=[C:6](Cl)[CH:5]=[C:4]([CH3:9])[N:3]=1.[CH3:10][N:11]1[C:15](=[O:16])[CH2:14][C:13]([C:17]([F:20])([F:19])[F:18])=[N:12]1.C(=O)([O-])[O-].[K+].[K+].O>C(#N)C>[Cl:1][C:2]1[N:7]=[C:6]([O:16][C:15]2[N:11]([CH3:10])[N:12]=[C:13]([C:17]([F:20])([F:19])[F:18])[CH:14]=2)[CH:5]=[C:4]([CH3:9])[N:3]=1 |f:2.3.4|. Procedure: 5 g 2,4-Dichloro-6-methylpyrimidine, 5.3 g 1-methyl-3-trifluoromethyl-2-pyrazolin-5-one, and 6.2 g potassium carbonate in 100 mL dry acetonitrile are refluxed for 2 hours. The mixture is poured into water, extracted with ethyl acetate and chromatographed to give 6.1 g of the title compound (m.p. 65° C.) Reactants: N([C@@H]([C@H](OC(C)(C)C)C)C(=O)OC)C(=O)OCC1=CC=CC=C1 (Z-Thr(tBu)-OMe), [H][H] (hydrogen). The reagents and catalysts are [Pd].C (Pd charcoal). The solvent is C(C)(=O)O (acetic acid). Yields the product N[C@@H]([C@H](OC(C)(C)C)C)C(=O)OC (H-Thr(tBu)-OMe). Reaction SMILES: [NH:1](C(OCC1C=CC=CC=1)=O)[C@H:2]([C:10]([O:12][CH3:13])=[O:11])[C@@H:3]([CH3:9])[O:4][C:5]([CH3:8])([CH3:7])[CH3:6].[H][H]>C(O)(=O)C.[Pd].C>[NH2:1][C@H:2]([C:10]([O:12][CH3:13])=[O:11])[C@@H:3]([CH3:9])[O:4][C:5]([CH3:8])([CH3:7])[CH3:6] |f:3.4|. Reported procedure: 12.92 g (40mmols) of Z-Thr(tBu)-OMe are hydrogenated in 200 ml of glacial acetic acid and 3 g of Pd-charcoal (10%) at room temperature. The hydrogen uptake is finished after 1 hour. The solution is freed of the catalyst by filtration and is evaporated in a waterpump vacuum at 35°C. After drying in a high vacuum at 35°C 7.3 g of an oil result, which according to a thin layer chromatogram is a single substance and is directly further used.